describe an organic reaction: reactants, conditions, products, and yield From a dataset of the Open Reaction Database (ORD), a public repository of structured organic reaction records. The reactants are ClC1=CC=2NC3=CC=CC=C3OC2C=C1 (2-chlorophenoxazine), N1C(CCC1)=O (2-pyrrolidinone), P(=O)(Cl)(Cl)Cl (phosphorus oxychloride). Yields the product ClC1=CC=2N(C3=CC=CC=C3OC2C=C1)C1=NCCC1 (2-CHLORO-10-(1-PYRROLIN-2-YL)PHENOXAZINE). Reaction SMILES: [Cl:1][C:2]1[CH:15]=[CH:14][C:13]2[O:12][C:11]3[C:6](=[CH:7][CH:8]=[CH:9][CH:10]=3)[NH:5][C:4]=2[CH:3]=1.[NH:16]1[CH2:20][CH2:19][CH2:18][C:17]1=O.P(Cl)(Cl)(Cl)=O>>[Cl:1][C:2]1[CH:15]=[CH:14][C:13]2[O:12][C:11]3[C:6](=[CH:7][CH:8]=[CH:9][CH:10]=3)[N:5]([C:17]3[CH2:18][CH2:19][CH2:20][N:16]=3)[C:4]=2[CH:3]=1. Procedure: Reaction of 2-chlorophenoxazine, 2-pyrrolidinone, and phosphorus oxychloride according to the procedure of Example 1 provides the free base 2-CHLORO-10-(1-PYRROLIN-2-YL)PHENOXAZINE as a distillable oil, b.p. 150°-165° C. at 0.1 mm Hg. Conversion of the free base to the hydrochloride salt affords 2-CHLORO-10-(1-PYRROLIN-2-YL)PHENOXAZINE HYDROCHLORIDE, m.p. 209.5°-213.5° C. (corr.), in a 40% overall yield.